The task is: describe an organic reaction: reactants, conditions, products, and yield. This data is from the Open Reaction Database (ORD), a public repository of structured organic reaction records. Product: COC(=O)C1C(C(CC1)NCC1=C(C=CC(=C1)C=1C(=NOC1C)C)OC)C1=CC=C(C=C1)F ((1RS ,2RS ,3RS)-3-((5-(3,5-Dimethylisoxazol-4-yl)-2-methoxyphenyl)methylamino)-2-(4-fluorophenyl)-cyclopentanecarboxylic acid methyl ester). Reported procedure: The title compound was prepared by employing the method described in Example 91, Step D with (1RS,2RS,3RS)-2-(4-fluorophenyl)-3-azidocyclopentanecarboxylic acid methyl ester (from Example 89, Step A) and the known 5-(3,5-dimethylisoxazol-4-yl)-2-methoxybenzaldehyde (P. J. Ward, et al., J. Med. Chem. 1995, 38, 4985-92). Reactants: COC(=O)C1C(C(CC1)N=[N+]=[N-])C1=CC=C(C=C1)F ((1RS,2RS,3RS)-2-(4-fluorophenyl)-3-azidocyclopentanecarboxylic acid methyl ester), CC1=NOC(=C1C=1C=CC(=C(C=O)C1)OC)C (5-(3,5-dimethylisoxazol-4-yl)-2-methoxybenzaldehyde). Reaction SMILES: [CH3:1][O:2][C:3]([CH:5]1[CH2:9][CH2:8][CH:7]([N:10]=[N+]=[N-])[CH:6]1[C:13]1[CH:18]=[CH:17][C:16]([F:19])=[CH:15][CH:14]=1)=[O:4].[CH3:20][C:21]1[C:25]([C:26]2[CH:27]=[CH:28][C:29]([O:34][CH3:35])=[C:30]([CH:33]=2)[CH:31]=O)=[C:24]([CH3:36])[O:23][N:22]=1>>[CH3:1][O:2][C:3]([CH:5]1[CH2:9][CH2:8][CH:7]([NH:10][CH2:31][C:30]2[CH:33]=[C:26]([C:25]3[C:21]([CH3:20])=[N:22][O:23][C:24]=3[CH3:36])[CH:27]=[CH:28][C:29]=2[O:34][CH3:35])[CH:6]1[C:13]1[CH:18]=[CH:17][C:16]([F:19])=[CH:15][CH:14]=1)=[O:4]. Starting materials: O=C(O)Cc1cccc(F)c1F, O=[N+]([O-])O, O=S(=O)(O)O. Product: O=C(O)Cc1cc([N+](=O)[O-])cc(F)c1F. Reaction SMILES: [F:1][c:2]1[c:3]([CH2:9][C:10](=[O:11])[OH:12])[cH:4][cH:5][cH:6][c:7]1[F:8].[OH:13][N+:14]([O-:15])=[O:16].[S:17](=[O:18])(=[O:19])([OH:20])[OH:21]>>[F:1][c:2]1[c:3]([CH2:9][C:10](=[O:11])[OH:12])[cH:4][c:5]([N+:14](=[O:13])[O-:15])[cH:6][c:7]1[F:8]. Starting materials: C1(CC1)C1=CC=C(C=O)C=C1 (4-cyclopropyl benzaldehyde), CN(C)C=O (DMF), BrC1=CC=C(C=C1)C1(CC1)CC (1-bromo-4-(1-ethylcyclopropyl)-benzene), [Li]CCCC (n-BuLi). The product is C(C)C1(CC1)C1=CC=C(C=O)C=C1 (4-(1-ethylcyclopropyl)-benzaldehyde). Isolated yield 81.0%. RXN SMILES: [CH:1]1([C:4]2[CH:11]=[CH:10][C:7]([CH:8]=[O:9])=[CH:6][CH:5]=2)[CH2:3][CH2:2]1.Br[C:13]1C=CC(C2(CC)CC2)=C[CH:14]=1.[Li]CCCC.CN(C=O)C>>[CH2:13]([C:1]1([C:4]2[CH:5]=[CH:6][C:7]([CH:8]=[O:9])=[CH:10][CH:11]=2)[CH2:2][CH2:3]1)[CH3:14]. Procedure: The title compound was synthesized in analogy to 4-cyclopropyl benzaldehyde (described in example S53) using 1-bromo-4-(1-ethylcyclopropyl)-benzene (208 mg, 0.92 mmol), n-BuLi (635 μl, 1.6M solution in hexane, 1.02 mmol) and DMF (144 μl, 1.85 mmol). The isolated residue was purified by flash column chromatography (1:9 ether:pentane) to give 4-(1-ethylcyclopropyl)-benzaldehyde (130 mg, 81%) as a colorless oil. 1H NMR (CDCl3, 300 MHz): δ 9.97 (s, 1H), 7.80 (d, J=8.5 Hz, 2H), 7.43 (d, J=8.5 Hz, 2H)... Starting materials: c1ccc2c(c1)CCN2, OCC1OC1c1cccc(Cl)c1. Product: OCC(O)C(c1cccc(Cl)c1)N1CCc2ccccc21. As a reaction SMILES: [CH2:13]1[CH2:14][c:15]2[cH:16][cH:17][cH:18][cH:19][c:20]2[NH:21]1.[Cl:1][c:2]1[cH:3][c:4]([CH:8]2[CH:9]([CH2:11][OH:12])[O:10]2)[cH:5][cH:6][cH:7]1>>[Cl:1][c:2]1[cH:3][c:4]([CH:8]([CH:9]([OH:10])[CH2:11][OH:12])[N:21]2[CH2:13][CH2:14][c:15]3[cH:16][cH:17][cH:18][cH:19][c:20]32)[cH:5][cH:6][cH:7]1.